This data is from the Open Reaction Database (ORD), a public repository of structured organic reaction records. The task is: describe an organic reaction: reactants, conditions, products, and yield Reactants: C(C)OC(C(CC(C)(C)C1=CC(=CC=2CCOC21)Br)(C(F)(F)F)O)=O (4-(5-bromo-2,3-dihydrobenzofuran-7-yl)-2-hydroxy-4-methyl-2-trifluoromethylpentanoic acid ethyl ester), [H-].[Al+3].[Li+].[H-].[H-].[H-] (lithium aluminum hydride). Product: C(C)C=1C(=C(C=CC1)C(CC(CO)(O)C(F)(F)F)(C)C)O (4-(3-ethyl-2-hydroxyphenyl)-4-methyl-2-trifluoromethylpentane-1,2-diol). Yield: 7.9%. As a reaction SMILES: C([O:3][C:4](=O)[C:5]([OH:24])([C:20]([F:23])([F:22])[F:21])[CH2:6][C:7]([C:10]1[C:18]2[O:17][CH2:16][CH2:15][C:14]=2[CH:13]=[C:12](Br)[CH:11]=1)([CH3:9])[CH3:8])C.[H-].[Al+3].[Li+].[H-].[H-].[H-]>>[CH2:15]([C:14]1[C:18]([OH:17])=[C:10]([C:7]([CH3:9])([CH3:8])[CH2:6][C:5]([C:20]([F:22])([F:23])[F:21])([OH:24])[CH2:4][OH:3])[CH:11]=[CH:12][CH:13]=1)[CH3:16] |f:1.2.3.4.5.6|. Procedure details: Over-reduction of 10 g (23.51 mmol) of 4-(5-bromo-2,3-dihydrobenzofuran-7-yl)-2-hydroxy-4-methyl-2-trifluoromethylpentanoic acid ethyl ester with lithium aluminum hydride for 14 days at reflux gave 570 mg (7.9%) of 4-(3-ethyl-2-hydroxyphenyl)-4-methyl-2-trifluoromethylpentane-1,2-diol which was methylated by methods analogous to those described in Example 8 and oxidized by methods analogous to those described in Example 1 to afford 4-(3-ethyl-2-methoxyphenyl)-1,1,1-trifluoro-4-methylpentan-2-one... Yields the product COC(C1=C(C=C(C=O)C=C1)F)OC (4-dimethoxymethyl-3-fluorobenzaldehyde). Run in O (Water). Conditions: time 15 minute. Yield: 63.0%. Starting materials: BrC1=CC(=C(C=C1)C(OC)OC)F (4-bromo-1-dimethoxymethyl-2-fluorobenzene), O1CCCC1 (tetrahydrofuran), C(CCC)[Li] (n-butyllithium), CN(C=O)C (dimethylformamide). Procedure details: To a solution of 4-bromo-1-dimethoxymethyl-2-fluorobenzene (4.53 g, 18.2 mmol) in 1 tetrahydrofuran (50 mL) were added n-butyllithium (1.6 mol/L in hexanes; 15 mL) and dimethylformamide (2.1 mL, 27 mmol) sequentially at −78° C. under nitrogen atmosphere, and the mixture was stirred for 15 min. Water was added, and the mixture was extracted twice with ether. The organic layer was combined, washed with brine and dried on anhydrous sodium sulfate. The solvent was removed under reduced pressure, and... As a reaction SMILES: Br[C:2]1[CH:7]=[CH:6][C:5]([CH:8]([O:11][CH3:12])[O:9][CH3:10])=[C:4]([F:13])[CH:3]=1.[O:14]1CCC[CH2:15]1.C([Li])CCC.CN(C)C=O>O>[CH3:10][O:9][CH:8]([O:11][CH3:12])[C:5]1[CH:6]=[CH:7][C:2]([CH:15]=[O:14])=[CH:3][C:4]=1[F:13]. Starting materials: CN(CCNC(=O)[C@H](CC1=CNC2=CC=C(C=C12)O)NC(=O)C1=CC2=C(N(C(=N2)C2=COC=C2)C2CCCCC2)C=C1)C (1-Cyclohexyl-2-furan-3-yl-1H-benzimidazole-5-carboxylic acid [(S)-1-(2-dimethylamino-ethylcarbamoyl)-2-(5-hydroxy-1H-indol-3-yl)-ethyl]-amide), CN(C)CCCN (dimethylaminopropylamine). Yields the product CN(CCCNC(=O)[C@H](CC1=CNC2=CC=C(C=C12)O)NC(=O)C1=CC2=C(N(C(=N2)C2=COC=C2)C2CCCCC2)C=C1)C (1-Cyclohexyl-2-furan-3-yl-1H-benzimidazole-5-carboxylic acid [(S)-1-(3-dimethylamino-propylcarbamoyl)-2-(5-hydroxy-1H-indol-3-yl)-ethyl]-amide). RXN SMILES: CN(C)C[CH2:4][NH:5][C:6]([C@@H:8]([NH:20][C:21]([C:23]1[CH:42]=[CH:41][C:26]2[N:27]([CH:35]3[CH2:40][CH2:39][CH2:38][CH2:37][CH2:36]3)[C:28]([C:30]3[CH:34]=[CH:33][O:32][CH:31]=3)=[N:29][C:25]=2[CH:24]=1)=[O:22])[CH2:9][C:10]1[C:18]2[C:13](=[CH:14][CH:15]=[C:16]([OH:19])[CH:17]=2)[NH:12][CH:11]=1)=[O:7].[CH3:44][N:45]([CH2:47][CH2:48]CN)[CH3:46]>>[CH3:44][N:45]([CH3:46])[CH2:47][CH2:48][CH2:4][NH:5][C:6]([C@@H:8]([NH:20][C:21]([C:23]1[CH:42]=[CH:41][C:26]2[N:27]([CH:35]3[CH2:36][CH2:37][CH2:38][CH2:39][CH2:40]3)[C:28]([C:30]3[CH:34]=[CH:33][O:32][CH:31]=3)=[N:29][C:25]=2[CH:24]=1)=[O:22])[CH2:9][C:10]1[C:18]2[C:13](=[CH:14][CH:15]=[C:16]([OH:19])[CH:17]=2)[NH:12][CH:11]=1)=[O:7]. Reported procedure: The carboxylic acid of example 133 was coupled to dimethylaminopropylamine under standard TBTU conditions to yield the title compound of example 136. Starting materials: OC1=C(C=CC=2C[C@@H]3[C@@]4(CCC(C[C@@]4(C12)CCN3C)=O)OCCCC3=CC=CC=C3)OC (4-hydroxy-3-methoxy-17-methyl-14-[(3-phenylpropyl)oxy]-morphinan-6-one), C(=O)([O-])[O-].[K+].[K+] (K2CO3), C4—OCH3, C3, [K+].[Br-] (KBr). Reagents/catalysts: [Cl-].C1(=CC=CC=C1)[N+](C)(C)C (phenyltrimethyl ammonium chloride). Run in O (water). Conditions: temperature 80 celsius, time 9 hour. Yields the product C(C=1C(O)=CC=CC1)(=O)O.COC=1C=CC=2C[C@@H]3[C@@]4(CCC(C[C@@]4(C2C1OC)CCN3C)=O)OCCCC3=CC=CC=C3 (3,4-dimethoxy-17-methyl-14-[(3-phenylpropyl)oxy]morphinan-6-one salicylate). RXN SMILES: [OH:1][C:2]1[C:15]2[C@:14]34[CH2:16][CH2:17][N:18]([CH3:19])[C@@H:8]([C@:9]3([O:21][CH2:22][CH2:23][CH2:24][C:25]3[CH:30]=[CH:29][CH:28]=[CH:27][CH:26]=3)[CH2:10][CH2:11][C:12](=[O:20])[CH2:13]4)[CH2:7][C:6]=2[CH:5]=[CH:4][C:3]=1[O:31][CH3:32].[C:33]([O-:36])([O-])=[O:34].[K+].[K+].[K+].[Br-]>[Cl-].C1([N+](C)(C)C)C=CC=CC=1.O>[C:33]([OH:36])(=[O:34])[C:3]1[C:2](=[CH:15][CH:6]=[CH:5][CH:4]=1)[OH:1].[CH3:32][O:31][C:3]1[CH:4]=[CH:5][C:6]2[CH2:7][C@H:8]3[N:18]([CH3:19])[CH2:17][CH2:16][C@@:14]4([C:15]=2[C:2]=1[O:1][CH3:33])[C@@:9]3([O:21][CH2:22][CH2:23][CH2:24][C:25]1[CH:26]=[CH:27][CH:28]=[CH:29][CH:30]=1)[CH2:10][CH2:11][C:12](=[O:20])[CH2:13]4 |f:1.2.3,4.5,6.7,9.10|. Reported procedure: A mixture of compound 25 (200 mg, 0.5 mmol), K2CO3 (420 mg, 3.0 mmol) and phenyltrimethyl ammonium chloride (254 mg, 1.5 mmol) and 50 ml water-free N,N-dimethylformamide was stirred for 9 h at 80° C. (bath temperature) under N2. After filtration from the inorganic residue, the filtrate was evaporated down, and the evaporation residue was purified using column chromatography (silica gel; CH2Cl2/MeOH/conc. NH4OH (93:7:1)). The evaporation residue (250 mg of foamy resin) was dissolved in MeOH and s... Starting materials: C(#N)C1=CC=C(C=C1)N=C=S (4-Cyanophenyl isothiocyanate), [Cl-].C(C(C)C)[NH3+] (N-(isobutyl)ammonium chloride), OC[C@H](CC(C)C)N ((1S)-1-(Hydroxymethyl)-3-methylbutylamine), CC(C[C@@H](CO)NCC(C)C)C ((2S)-4-methyl-2-(isobutylamino)pentanol), alcohol, COC([C@@H](N)CC(C)C)=O ((L)-leucine methyl ester), OCCN (2-hydroxyethylamine), [Cl-].C(C(C)C)[NH3+] (N-(isobutyl)ammonium chloride). Yields the product C(#N)C1=CC=C(C=C1)N=C1SC(CN1CC(C)C)CC(C)C (2-(4-cyanophenylimino)-3,5-diisobutyl-1,3-thiazolidine). RXN SMILES: O[CH2:2][C@@H:3](N)[CH2:4][CH:5]([CH3:7])[CH3:6].COC(=O)[C@H](CC(C)C)N.OCCN.CC(C)C[C@H]([NH:29][CH2:30][CH:31]([CH3:33])[CH3:32])CO.[Cl-].C([NH3+])C(C)C.[C:41]([C:43]1[CH:48]=[CH:47][C:46]([N:49]=[C:50]=[S:51])=[CH:45][CH:44]=1)#[N:42]>>[C:41]([C:43]1[CH:44]=[CH:45][C:46]([N:49]=[C:50]2[N:29]([CH2:30][CH:31]([CH3:33])[CH3:32])[CH2:2][CH:3]([CH2:4][CH:5]([CH3:7])[CH3:6])[S:51]2)=[CH:47][CH:48]=1)#[N:42] |f:4.5|. Reported procedure: (1S)-1-(Hydroxymethyl)-3-methylbutylamine was made from (L)-leucine methyl ester as described in Method B1b. The 2-hydroxyethylamine was converted to (2S)-4-methyl-2-(isobutylamino)pentanol as described in Method B4c, Steps 1-2. The alcohol was converted to N-(1S)-1-(chloromethyl)-3-methylbutyl)-N-(isobutyl)ammonium chloride as described in Method B7c. 4-Cyanophenyl isothiocyanate was reacted with N-(1S)-1-(chloromethyl)-3-methylbutyl)-N-(isobutyl)ammonium chloride according to Method C1f to giv... Starting materials: C([C@@H](O)C1=CC=CC=C1)(=O)O ((S)-(+)-mandelic acid), mixture, C(C)#N (acetonitrile), O (water), C1(=CC=CC=C1)C1(CCS(C2CNCC21)=O)C2=CC=CC=C2 ((1RS,4aRS,7aRS)-4,4-diphenylperhydrothiopyrano[2,3-c]pyrrole 1-oxide), O (water). Solvent: C(C)#N.O (acetonitrile water). Conditions: time 48 hour. Product: C([C@@H](O)C1=CC=CC=C1)(=O)O.C1(=CC=CC=C1)C1(CC[S@]([C@H]2CNC[C@H]21)=O)C2=CC=CC=C2 ((1R*,4aR*,7aR*)-4,4-diphenylperhydrothiopyrano[2,3-c]pyrrole 1-oxide (S)-(+)-mandelate). Isolated yield 19.6%. RXN SMILES: [C:1]([OH:11])(=[O:10])[C@H:2]([C:4]1[CH:9]=[CH:8][CH:7]=[CH:6][CH:5]=1)[OH:3].C(#N)C.O.[C:16]1([C:22]2([C:32]3[CH:37]=[CH:36][CH:35]=[CH:34][CH:33]=3)[CH:30]3[CH:26]([CH2:27][NH:28][CH2:29]3)[S:25](=[O:31])[CH2:24][CH2:23]2)[CH:21]=[CH:20][CH:19]=[CH:18][CH:17]=1>C(#N)C.O>[C:1]([OH:11])(=[O:10])[C@H:2]([C:4]1[CH:9]=[CH:8][CH:7]=[CH:6][CH:5]=1)[OH:3].[C:32]1([C:22]2([C:16]3[CH:21]=[CH:20][CH:19]=[CH:18][CH:17]=3)[C@H:30]3[C@H:26]([CH2:27][NH:28][CH2:29]3)[S@:25](=[O:31])[CH2:24][CH2:23]2)[CH:33]=[CH:34][CH:35]=[CH:36][CH:37]=1 |f:4.5,6.7|. Procedure: 15.8 g of (S)-(+)-mandelic acid and 750 cm3 of a mixture of acetonitrile and water (99/1 by volume) are added to 32.3 g of (1RS,4aRS,7aRS)-4,4-diphenylperhydrothiopyrano[2,3-c]pyrrole 1-oxide, followed by 5.0 cm3 of water. After making lukewarm, the solution obtained is allowed to stand for 48 hours at room temperature. The crystalline suspension is filtered, and the filtrate, concentrated to dryness, gives a meringue which is taken up in 200 cm3 of the boiling acetonitrile-water mixture. The so... Starting materials: [H-].[Na+] (sodium hydride), N1=C(C=CC2=CC=CC=C12)COC=1C=C(C=CC1)CO ([3-(Quinolin-2-ylmethoxy)-phenyl]-methanol), FC1=C(C=O)C(=CC=C1)C(F)(F)F (2-Fluoro-6-(trifluoromethyl)benzaldehyde). Run in CN(C)C=O (DMF). Reaction conditions: temperature 90 celsius, time 20 minute. The product is N1=C(C=CC2=CC=CC=C12)COC=1C=C(COC2=C(C=O)C(=CC=C2)C(F)(F)F)C=CC1 (2-[3-(Quinolin-2-ylmethoxy)-benzyloxy]-6-trifluoromethyl-benzaldehyde). As a reaction SMILES: [N:1]1[C:10]2[C:5](=[CH:6][CH:7]=[CH:8][CH:9]=2)[CH:4]=[CH:3][C:2]=1[CH2:11][O:12][C:13]1[CH:14]=[C:15]([CH2:19][OH:20])[CH:16]=[CH:17][CH:18]=1.[H-].[Na+].F[C:24]1[CH:31]=[CH:30][CH:29]=[C:28]([C:32]([F:35])([F:34])[F:33])[C:25]=1[CH:26]=[O:27]>CN(C=O)C>[N:1]1[C:10]2[C:5](=[CH:6][CH:7]=[CH:8][CH:9]=2)[CH:4]=[CH:3][C:2]=1[CH2:11][O:12][C:13]1[CH:14]=[C:15]([CH:16]=[CH:17][CH:18]=1)[CH2:19][O:20][C:24]1[CH:31]=[CH:30][CH:29]=[C:28]([C:32]([F:33])([F:35])[F:34])[C:25]=1[CH:26]=[O:27] |f:1.2|. Procedure: [3-(Quinolin-2-ylmethoxy)-phenyl]-methanol (300 mg, 1.13 mmol, example 48) is dissolved in DMF (6 mL) and sodium hydride (60%, 60 mg, 1.5 mmol) is added and allowed to stir 20 min. 2-Fluoro-6-(trifluoromethyl)benzaldehyde (0.30 mL, 2.2 mmol) is added and the reaction is heated at 90° C. for 5 h. The reaction is partitioned between ethyl acetate (200 mL) and water (200 mL), dried over magnesium sulfate, filtered, concentrated in vacuo and purified by column chromatography (silica, 25% ethyl aceta... Reactants: O=C1[C@H]([C@H](SC2=C(N1)C=CC=C2)C2=CC=CC=C2)NC([C@@H](NC(CC2=CC=CC=C2)=O)C)=O (N1-[(2R,3R)-4Oxo-2-phenyl-2,3,4,5-tetrahydro-1,5-benzothiazepin-3-yl]-N2-(phenylacetyl)-L-alaninamide), FC=1C=C(C=C(C1)F)CC(=O)N[C@@H](C(C)C)C(=O)O (N-[(3,5-difluorophenyl)acetyl]-L-valine), 107b, Br.N[C@@H]1[C@@H](SC2=C(NC1=O)C=CC=C2)C2=CC=CC=C2 ((2S,3S)-3-amino-2-phenyl-2,3-dihydro-1,5-benzothiazepin-4(5H)-one hydrobromide), amine. Yields the product FC=1C=C(C=C(C1)F)CC(=O)N[C@@H](C(C)C)C(=O)N[C@H]1[C@H](SC2=C(NC1=O)C=CC=C2)C2=CC=CC=C2 (N2-[(3,5-Difluorophenyl)acetyl]-N1-[(2R,3R)-4oxo-2-phenyl-2,3,4,5-tetrahydro-1,5-benzothiazepin-3-yl]-L-valinamide). As a reaction SMILES: O=C1NC2C=CC=CC=2S[C@H](C2C=CC=CC=2)[C@@H]1NC(=O)[C@H](C)NC(=O)CC1C=CC=CC=1.Br.[NH2:35][C@H:36]1[C:42](=[O:43])[NH:41][C:40]2[CH:44]=[CH:45][CH:46]=[CH:47][C:39]=2[S:38][C@H:37]1[C:48]1[CH:53]=[CH:52][CH:51]=[CH:50][CH:49]=1.[F:54][C:55]1[CH:56]=[C:57]([CH2:62][C:63]([NH:65][C@H:66]([C:70](O)=[O:71])[CH:67]([CH3:69])[CH3:68])=[O:64])[CH:58]=[C:59]([F:61])[CH:60]=1>>[F:54][C:55]1[CH:56]=[C:57]([CH2:62][C:63]([NH:65][C@H:66]([C:70]([NH:35][C@@H:36]2[C:42](=[O:43])[NH:41][C:40]3[CH:44]=[CH:45][CH:46]=[CH:47][C:39]=3[S:38][C@@H:37]2[C:48]2[CH:49]=[CH:50][CH:51]=[CH:52][CH:53]=2)=[O:71])[CH:67]([CH3:68])[CH3:69])=[O:64])[CH:58]=[C:59]([F:61])[CH:60]=1 |f:1.2|. Procedure details: A method similar to the one described for (97) was used except that (2,3-cis)-3-amino-2-phenyl-2,3-dihydro-1,5-benzothiazepin-4(5H)-one hydrobromide (9d) (105 mg) was used as the amine component and N-[(3,5-difluorophenyl)acetyl]-L-valine (81 mg) 107b was used as the acid component to afford the title compound in 1:1 mixture with the (2S,3S) diastereomer (91 mg), white solid, m.p. 110-115° C. 1H NMR (300 MHz, d6-DMSO) δ 4.76 (t, 1H, J=7 Hz), 5.12(d, 1H, J=7 Hz), 6.91-7.49 (m, 12H), 7.67 (d, 1H, ... The reactants are CC(Cl)Cl, Cc1c(C(=O)C(F)(F)C(F)(F)C(F)(F)F)c(-c2ccccc2)c2n1CCC2, [I-], [I-], [Zn+2]. Product: Cc1c(CC(F)(F)C(F)(F)C(F)(F)F)c(-c2ccccc2)c2n1CCC2. RXN SMILES: [Cl:28][CH:29]([Cl:30])[CH3:31].[F:1][C:2]([C:3]([C:4]([C:5](=[O:6])[c:7]1[c:8](-[c:16]2[cH:17][cH:18][cH:19][cH:20][cH:21]2)[c:9]2[n:13]([c:14]1[CH3:15])[CH2:12][CH2:11][CH2:10]2)([F:22])[F:23])([F:24])[F:25])([F:26])[F:27].[I-:32].[I-:34].[Zn+2:33]>>[F:1][C:2]([C:3]([C:4]([CH2:5][c:7]1[c:8](-[c:16]2[cH:17][cH:18][cH:19][cH:20][cH:21]2)[c:9]2[n:13]([c:14]1[CH3:15])[CH2:12][CH2:11][CH2:10]2)([F:22])[F:23])([F:24])[F:25])([F:26])[F:27]. Reactants: [H][H] (hydrogen), ON\C(=C\1/C(C2=C(S1)C=CC=C2)=O)\C2=CC=CC=C2 ((E)-2-[(hydroxyamino) phenylmethylene]-benzo[b]thiophen-3(2H)-one), [H][H] (hydrogen), O (water). Reagents/catalysts: [Pt](=O)=O (platinum(IV) oxide). The solvent is C(C)(=O)O (acetic acid). Product: N\C(=C\1/C(C2=C(S1)C=CC=C2)=O)\C2=CC=CC=C2 ((E)-2-[(Amino)phenylmethylene]-benzo[b]thiophen-3(2H)-one). RXN SMILES: O[NH:2]/[C:3](/[C:14]1[CH:19]=[CH:18][CH:17]=[CH:16][CH:15]=1)=[C:4]1\[C:5](=[O:13])[C:6]2[CH:12]=[CH:11][CH:10]=[CH:9][C:7]=2[S:8]\1.[H][H].O>C(O)(=O)C.[Pt](=O)=O>[NH2:2]/[C:3](/[C:14]1[CH:19]=[CH:18][CH:17]=[CH:16][CH:15]=1)=[C:4]1\[C:5](=[O:13])[C:6]2[CH:12]=[CH:11][CH:10]=[CH:9][C:7]=2[S:8]\1. Procedure: 0.5 gm (0.00186 mol) of (E)-2-[(hydroxyamino) phenylmethylene]-benzo[b]thiophen-3(2H)-one, dissolved in 10 cc of glacial acetic acid, was catalytically hydrogenated for 21/2 hours at a hydrogen pressure of 5 bar in the presence of 0.2 gm of platinum(IV) oxide. At the end of the hydrogen uptake, the catalyst-free solution was stirred into 100 cc of water, exhaustively extracted with ether, the combined ether extracts are successively washed with water, saturated aqueous sodium bicarbonate solutio...